This data is from the Open Reaction Database (ORD), a public repository of structured organic reaction records. The task is: describe an organic reaction: reactants, conditions, products, and yield Reactants: C(C)OC(CC1(CCCCC1)C#N)=O ((1-cyanocyclohexyl)acetic acid ethyl ester), C(C1=CC=CC=C1)O (benzyl alcohol). Reagents/catalysts: [C-]#N.[K+] (potassium cyanide). The solvent is C1(=CC=CC=C1)C (toluene). Product: C(C1=CC=CC=C1)OC(CC1(CCCCC1)C#N)=O ((1-cyanocyclohexyl)acetic acid benzyl ester). The yield is 68.0%. RXN SMILES: [CH2:1]([O:3][C:4](=[O:14])[CH2:5][C:6]1([C:12]#[N:13])[CH2:11][CH2:10][CH2:9][CH2:8][CH2:7]1)[CH3:2].C(O)[C:16]1[CH:21]=[CH:20]C=[CH:18][CH:17]=1>C1(C)C=CC=CC=1.[C-]#N.[K+]>[CH2:1]([O:3][C:4](=[O:14])[CH2:5][C:6]1([C:12]#[N:13])[CH2:11][CH2:10][CH2:9][CH2:8][CH2:7]1)[C:2]1[CH:20]=[CH:21][CH:16]=[CH:17][CH:18]=1 |f:3.4|. Reported procedure: 401 mg (2 mmol) of (1-cyanocyclohexyl)acetic acid ethyl ester, 1.09 g (10 mmol) of benzyl alcohol and 6 mg (0.1 mmol) of potassium cyanide were refluxed for 24 hours in 5 ml of toluene. Then the solution was washed with 25 ml of water, freed of solvent and distilled in high vacuum. 350 mg of (1-cyanocyclohexyl)acetic acid benzyl ester was obtained, corresponding to a yield of 68 percent (relative to the (1-cyanocyclohexyl)acetic acid ethyl ester used). Data for the product was: Reactants: O=C([O-])O, COS(=O)(=O)OC, CCC(C)=O, [Na+], O=C(O)c1cc(O)cs1. Product: COC(=O)c1cc(O)cs1. As a reaction SMILES: [C:10](=[O:11])([OH:12])[O-:13].[CH3:15][O:16][S:17]([O:18][CH3:19])(=[O:20])=[O:21].[CH3:22][C:23](=[O:24])[CH2:25][CH3:26].[Na+:14].[OH:1][c:2]1[cH:3][c:4]([C:7](=[O:8])[OH:9])[s:5][cH:6]1>>[OH:1][c:2]1[cH:3][c:4]([C:7](=[O:8])[O:9][CH3:10])[s:5][cH:6]1. The reactants are [Al+3], C1CCOC1, FC(F)(F)c1ccccc1C1=NCCc2ccccc21, [H-], [H-], [H-], [H-], [Li+], [Mg+2], O=S(=O)([O-])[O-]. Yields the product FC(F)(F)c1ccccc1C1NCCc2ccccc21. RXN SMILES: [Al+3:2].[CH2:33]1[O:34][CH2:35][CH2:36][CH2:37]1.[F:7][C:8]([c:9]1[c:10]([C:15]2=[N:16][CH2:17][CH2:18][c:19]3[cH:20][cH:21][cH:22][cH:23][c:24]32)[cH:11][cH:12][cH:13][cH:14]1)([F:25])[F:26].[H-:1].[H-:4].[H-:5].[H-:6].[Li+:3].[Mg+2:27].[O-:28][S:29](=[O:30])(=[O:31])[O-:32]>>[F:7][C:8]([c:9]1[c:10]([CH:15]2[NH:16][CH2:17][CH2:18][c:19]3[cH:20][cH:21][cH:22][cH:23][c:24]32)[cH:11][cH:12][cH:13][cH:14]1)([F:25])[F:26]. Starting materials: CC(C)(C)OC(=O)NC1CCC(CO)CC1, CS(C)=O, CCOCC, CCN(C(C)C)C(C)C, ClCCl, Cl, O=S(=O)=O, c1ccncc1. Product: CC(C)(C)OC(=O)NC1CCC(C=O)CC1. RXN SMILES: [C:1]([CH3:2])([CH3:3])([CH3:4])[O:5][C:6]([NH:7][CH:8]1[CH2:9][CH2:10][CH:11]([CH2:14][OH:15])[CH2:12][CH2:13]1)=[O:16].[CH3:39][S:40]([CH3:41])=[O:42].[CH3:43][CH2:44][O:45][CH2:46][CH3:47].[CH:17]([N:18]([CH:19]([CH3:20])[CH3:21])[CH2:22][CH3:23])([CH3:24])[CH3:25].[Cl:36][CH2:37][Cl:38].[ClH:48].[S:32](=[O:33])(=[O:34])=[O:35].[n:26]1[cH:27][cH:28][cH:29][cH:30][cH:31]1>>[C:1]([CH3:2])([CH3:3])([CH3:4])[O:5][C:6]([NH:7][CH:8]1[CH2:9][CH2:10][CH:11]([CH:14]=[O:15])[CH2:12][CH2:13]1)=[O:16]. Reactants: C(C)(C)(C)[SiH2]OC(C=1C=C(C=CC1)CCCCCC(=O)O)(C1=CC=CC=C1)C1=CC=CC=C1 (6-[3-(tert-butyl-diphenyl-silanyloxymethyl)-phenyl]-hexanoic acid), C([O-])([O-])=O.[K+].[K+] (potassium carbonate), IC (iodomethane). The solvent is CN(C)C=O (DMF), CCOCC (ether). Run at time 6 hour. Product: COC(CCCCCC1=CC(=CC=C1)C(O[SiH2]C(C)(C)C)(C1=CC=CC=C1)C1=CC=CC=C1)=O (6-[3-(tert-Butyl-diphenyl-silanyloxymethyl)-phenyl]-hexanoic Acid Methyl Ester). Yield: 70.8%. RXN SMILES: [C:1]([SiH2:5][O:6][C:7]([C:28]1[CH:33]=[CH:32][CH:31]=[CH:30][CH:29]=1)([C:22]1[CH:27]=[CH:26][CH:25]=[CH:24][CH:23]=1)[C:8]1[CH:9]=[C:10]([CH2:14][CH2:15][CH2:16][CH2:17][CH2:18][C:19]([OH:21])=[O:20])[CH:11]=[CH:12][CH:13]=1)([CH3:4])([CH3:3])[CH3:2].[C:34](=O)([O-])[O-].[K+].[K+].IC>CN(C=O)C.CCOCC>[CH3:34][O:20][C:19](=[O:21])[CH2:18][CH2:17][CH2:16][CH2:15][CH2:14][C:10]1[CH:11]=[CH:12][CH:13]=[C:8]([C:7]([C:22]2[CH:27]=[CH:26][CH:25]=[CH:24][CH:23]=2)([C:28]2[CH:29]=[CH:30][CH:31]=[CH:32][CH:33]=2)[O:6][SiH2:5][C:1]([CH3:4])([CH3:2])[CH3:3])[CH:9]=1 |f:1.2.3|. Procedure: To a solution of 6-[3-(tert-butyl-diphenyl-silanyloxymethyl)-phenyl]-hexanoic acid (3.3 g, 7.2 mmol) in DMF (15 mL) is added potassium carbonate (1.09 g, 7.9 mmol) and iodomethane (500 μL, 7.9 mmol). The mixture is stirred for 6 hrs then diluted with ether. The organic layer is washed with water, brine, dried over MgSO4 and concentrated. The residue is purified by flash chromatography (eluting with 10% ether/hexanes) to give 2.42 g of title compound. 1H NMR (300 MHz, CDCl3) δ 7.70 (m, 4H), 7.38 ... The reactants are C(C)OC(=O)C=1N=C(N(C1CCC12CC3CC(CC(C1)C3)C2)C)C2=C(C=CC=C2)C (5-(2-adamantan-1-yl-ethyl)-1-methyl-2-o-tolyl-1H-imidazole-4-carboxylic acid ethyl ester), [OH-].[K+] (potassium hydroxide), Cl (hydrochloric acid). Solvent: C(C)O (ethanol). Run at temperature 50 celsius. The product is C12(CC3CC(CC(C1)C3)C2)CCC2=C(N=C(N2C)C2=C(C=CC=C2)C)C(=O)O (5-(2-Adamantan-1-yl-ethyl)-1-methyl-2-o-tolyl-1H-imidazole-4-carboxylic Acid). Yield: 94.6%. RXN SMILES: C([O:3][C:4]([C:6]1[N:7]=[C:8]([C:24]2[CH:29]=[CH:28][CH:27]=[CH:26][C:25]=2[CH3:30])[N:9]([CH3:23])[C:10]=1[CH2:11][CH2:12][C:13]12[CH2:22][CH:17]3[CH2:18][CH:19]([CH2:21][CH:15]([CH2:16]3)[CH2:14]1)[CH2:20]2)=[O:5])C.[OH-].[K+].Cl>C(O)C>[C:13]12([CH2:12][CH2:11][C:10]3[N:9]([CH3:23])[C:8]([C:24]4[CH:29]=[CH:28][CH:27]=[CH:26][C:25]=4[CH3:30])=[N:7][C:6]=3[C:4]([OH:5])=[O:3])[CH2:14][CH:15]3[CH2:16][CH:17]([CH2:18][CH:19]([CH2:21]3)[CH2:20]1)[CH2:22]2 |f:1.2|. Reported procedure: To a solution of 5-(2-adamantan-1-yl-ethyl)-1-methyl-2-o-tolyl-1H-imidazole-4-carboxylic acid ethyl ester (397 mg, 0.98 mmol) in ethanol (30 ml) was added 2.0M potassium hydroxide solution (3.4 ml). The solution was heated at reflux for 16 h, cooled to 50° C. and acidified (1M hydrochloric acid, pH=3-4). The ethanol was evaporated, the residue was diluted with water (30 ml) and the product was extracted with DCM. The organic layer was dried (MgSO4) and the solvent was evaporated to afford the pr... Starting materials: COC(=O)CC1Cc2cc(S(=O)(=O)Cl)ccc2O1, C1CCOC1. Yields the product COC(=O)CC1Cc2ccccc2O1. Reaction SMILES: [CH3:1][O:2][C:3]([CH2:4][CH:5]1[O:6][c:7]2[c:8]([cH:10][c:11]([S:14]([Cl:15])(=[O:16])=[O:17])[cH:12][cH:13]2)[CH2:9]1)=[O:18].[O:19]1[CH2:20][CH2:21][CH2:22][CH2:23]1>>[CH3:1][O:2][C:3]([CH2:4][CH:5]1[O:6][c:7]2[c:8]([cH:10][cH:11][cH:12][cH:13]2)[CH2:9]1)=[O:18].